This data is from the Open Reaction Database (ORD), a public repository of structured organic reaction records. The task is: describe an organic reaction: reactants, conditions, products, and yield The reactants are Cc1cc(=O)c2c(=O)n(CCCCC(C)O)c(=O)n(C)c2n1Cc1ccccc1, CC(=O)O, C1CCOC1, c1ccc(P(c2ccccc2)c2ccccc2)cc1. Product: CC(=O)OC(C)CCCCn1c(=O)c2c(=O)cc(C)n(Cc3ccccc3)c2n(C)c1=O. RXN SMILES: [CH2:1]([c:2]1[cH:3][cH:4][cH:5][cH:6][cH:7]1)[n:8]1[c:9]([CH3:29])[cH:10][c:11](=[O:28])[c:12]2[c:13]1[n:14]([CH3:27])[c:15](=[O:26])[n:16]([CH2:19][CH2:20][CH2:21][CH2:22][CH:23]([CH3:24])[OH:25])[c:17]2=[O:18].[CH3:49][C:50]([OH:51])=[O:52].[O:53]1[CH2:54][CH2:55][CH2:56][CH2:57]1.[c:30]1([P:31]([c:32]2[cH:33][cH:34][cH:35][cH:36][cH:37]2)[c:38]2[cH:39][cH:40][cH:41][cH:42][cH:43]2)[cH:44][cH:45][cH:46][cH:47][cH:48]1>>[CH2:1]([c:2]1[cH:3][cH:4][cH:5][cH:6][cH:7]1)[n:8]1[c:9]([CH3:29])[cH:10][c:11](=[O:28])[c:12]2[c:13]1[n:14]([CH3:27])[c:15](=[O:26])[n:16]([CH2:19][CH2:20][CH2:21][CH2:22][CH:23]([CH3:24])[O:25][C:50]([CH3:49])=[O:51])[c:17]2=[O:18]. The product is CCOc1ccc(C(O)c2ccccc2)c(F)c1F. RXN SMILES: [CH2:22]([Li:23])[CH2:24][CH2:25][CH2:26][CH2:27][CH3:28].[CH2:43]1[O:44][CH2:45][CH2:46][CH2:47]1.[CH3:12][C:13]1([CH3:14])[CH2:15][CH2:16][CH2:17][C:18]([CH3:19])([CH3:20])[NH:21]1.[CH3:37][CH2:38][CH2:39][CH2:40][CH2:41][CH3:42].[CH:29](=[O:30])[c:31]1[cH:32][cH:33][cH:34][cH:35][cH:36]1.[F:1][c:2]1[c:3]([O:9][CH2:10][CH3:11])[cH:4][cH:5][cH:6][c:7]1[F:8]>>[F:1][c:2]1[c:3]([O:9][CH2:10][CH3:11])[cH:4][cH:5][c:6]([CH:29]([OH:30])[c:31]2[cH:32][cH:33][cH:34][cH:35][cH:36]2)[c:7]1[F:8]. Reactants: [Li]CCCCCC, C1CCOC1, CC1(C)CCCC(C)(C)N1, CCCCCC, O=Cc1ccccc1, CCOc1cccc(F)c1F. Starting materials: raw material, BrCC1=C(C=C(C(=O)NC2=CC(=C(C=C2)C)NC2=NC=CC(=N2)C=2C=NC=CC2)C=C1)C(F)(F)F (4-(bromomethyl)-3-trifluoromethyl-N-{4-methyl-3-[4-(3-pyridyl)pyrimidin-2-ylamino]phenyl}benzamide), Cl.Cl.CN(C)C[C@@H]1CNCC1 ((S)-3-(dimethylaminomethyl)pyrrolidine dihydrochloride), C([O-])([O-])=O.[K+].[K+] (potassium carbonate). The product is CN(C)C[C@@H]1CN(CC1)CC1=C(C=C(C(=O)NC2=CC(=C(C=C2)C)NC2=NC=CC(=N2)C=2C=NC=CC2)C=C1)C(F)(F)F (4-[(R)-3-(dimethylaminomethyl)pyrrolidin-1-ylmethyl]-3-trifluoromethyl-N-{4-methyl-3-[4-(3-pyridyl)pyrimidin-2-ylamino]phenyl}benzamide). RXN SMILES: Br[CH2:2][C:3]1[CH:31]=[CH:30][C:6]([C:7]([NH:9][C:10]2[CH:15]=[CH:14][C:13]([CH3:16])=[C:12]([NH:17][C:18]3[N:23]=[C:22]([C:24]4[CH:25]=[N:26][CH:27]=[CH:28][CH:29]=4)[CH:21]=[CH:20][N:19]=3)[CH:11]=2)=[O:8])=[CH:5][C:4]=1[C:32]([F:35])([F:34])[F:33].Cl.Cl.[CH3:38][N:39]([CH2:41][C@H:42]1[CH2:46][CH2:45][NH:44][CH2:43]1)[CH3:40].C(=O)([O-])[O-].[K+].[K+]>>[CH3:38][N:39]([CH2:41][C@H:42]1[CH2:46][CH2:45][N:44]([CH2:2][C:3]2[CH:31]=[CH:30][C:6]([C:7]([NH:9][C:10]3[CH:15]=[CH:14][C:13]([CH3:16])=[C:12]([NH:17][C:18]4[N:23]=[C:22]([C:24]5[CH:25]=[N:26][CH:27]=[CH:28][CH:29]=5)[CH:21]=[CH:20][N:19]=4)[CH:11]=3)=[O:8])=[CH:5][C:4]=2[C:32]([F:35])([F:34])[F:33])[CH2:43]1)[CH3:40] |f:1.2.3,4.5.6|. Procedure: This compound was prepared in the same manner as in Example 47, except that 4-(bromomethyl)-3-trifluoromethyl-N-{4-methyl-3-[4-(3-pyridyl)pyrimidin-2-ylamino]phenyl}benzamide (Reference Example 82) and (S)-3-(dimethylaminomethyl)pyrrolidine dihydrochloride (Reference Example 35) were used, and that potassium carbonate was used in an amount of 5 equivalents based on a raw material. Reactants: O1C2=C(C=CC=3C[C@@H]4[C@@H]5C=C[C@@H]([C@H]1[C@@]5(C23)CCN4C)O)OCOC (4,5α-Epoxy-3-methoxymethoxy-17-methyl-morphinan-7-en-6α-ol), [Cl-].C(CCCC(=O)[O-])(=O)OC (methyl glutarate chloride). The reagents and catalysts are CN(C1=CC=NC=C1)C (4-dimethylaminopyridine). Run in C(Cl)Cl (CH2Cl2). Conditions: time 2 hour. Product: O1C2=C(C=CC=3C[C@@H]4[C@@H]5C=C[C@@H]([C@H]1[C@@]5(C23)CCN4C)OC(CCCC(=O)OC)=O)OCOC (4,5α-epoxy-6α-((4-methoxycarbonyl-butyryl)-oxy)-3-methoxymethoxy-17-methyl -morphinan-7-ene). Reaction SMILES: [O:1]1[C@@H:13]2[C@@:14]34[CH2:16][CH2:17][N:18]([CH3:19])[C@@H:8]([C@@H:9]3[CH:10]=[CH:11][C@@H:12]2[OH:20])[CH2:7][C:6]2=[C:15]4[C:2]1=[C:3]([O:21][CH2:22][O:23][CH3:24])[CH:4]=[CH:5]2.[Cl-].[C:26]([O:34][CH3:35])(=[O:33])[CH2:27][CH2:28][CH2:29][C:30]([O-])=[O:31]>CN(C)C1C=CN=CC=1.C(Cl)Cl>[O:1]1[C@@H:13]2[C@@:14]34[CH2:16][CH2:17][N:18]([CH3:19])[C@@H:8]([C@@H:9]3[CH:10]=[CH:11][C@@H:12]2[O:20][C:30](=[O:31])[CH2:29][CH2:28][CH2:27][C:26]([O:34][CH3:35])=[O:33])[CH2:7][C:6]2=[C:15]4[C:2]1=[C:3]([O:21][CH2:22][O:23][CH3:24])[CH:4]=[CH:5]2 |f:1.2|. Reported procedure: 4,5α-Epoxy-3-methoxymethoxy-17-methyl-morphinan-7-en-6α-ol (2.0 g, 6.1 mmol) and 4-dimethylaminopyridine (0.8 g, 6.5 mmol) were dissolved in absolute CH2Cl2 (20 ml) and methyl glutarate chloride (1.0 g, 6.08 mmol) were added dropwise whilst cooling with ice and the mixture was stirred for 2 hours at this temperature. The reaction mixture was poured onto water (50 ml), the organic phase was washed twice more with 30 ml of water and dried over MgSO4. The solvent was evaporated off and the residue ... Reactants: P(=O)(Cl)(Cl)Cl (Phosphorous oxychloride), CN(C=O)C (N,N-dimethylformamide), C(=O)C1=CC=C2C=CNC2=C1 (6-formylindole), CN(C=O)C (N,N-dimethylformamide). Reaction conditions: time 1 hour. Yields the product C(=O)C1=CNC2=CC(=CC=C12)C=O (3,6-diformylindole). The yield is 87.0%. As a reaction SMILES: P(Cl)(Cl)(Cl)=O.[CH:6]([C:8]1[CH:16]=[C:15]2[C:11]([CH:12]=[CH:13][NH:14]2)=[CH:10][CH:9]=1)=[O:7].CN(C)[CH:19]=[O:20]>>[CH:19]([C:12]1[C:11]2[C:15](=[CH:16][C:8]([CH:6]=[O:7])=[CH:9][CH:10]=2)[NH:14][CH:13]=1)=[O:20]. Reported procedure: Phosphorous oxychloride (48.2 ml) was added dropwise to stirred N,N-dimethylformamide (72.8 ml) at 0° (internal temperature). Stirring was continued for about 1 hour, and a solution of 6-formylindole (32.7 g) (see Example 12, part b) in N,N-dimethylformamide (444 ml) was added dropwise, while maintaining the internal temperature at 0°. The cooling bath was removed and the mixture stirred for 18 hours before water (1 liter) was added and the mixture heated under reflux for 15 min. The mixture was... Reactants: [N+](=O)([O-])C1=CC=C(C=C1)S(=O)(=O)Cl (p-nitrobenzenesulfonyl chloride), BrC1=C(C=CC=C1)N1CCNCC1 (1-(o-bromophenyl)piperazine). Solvent: C(C)N(CC)CC (triethylamine). Product: [N+](=O)([O-])C1=CC=C(C=C1)S(=O)(=O)N1CCN(CC1)C1=C(C=CC=C1)Br (1-[(p-nitrophenyl)sulfonyl]-4-(o-bromophenyl)piperazine). As a reaction SMILES: [N+:1]([C:4]1[CH:9]=[CH:8][C:7]([S:10](Cl)(=[O:12])=[O:11])=[CH:6][CH:5]=1)([O-:3])=[O:2].[Br:14][C:15]1[CH:20]=[CH:19][CH:18]=[CH:17][C:16]=1[N:21]1[CH2:26][CH2:25][NH:24][CH2:23][CH2:22]1>C(N(CC)CC)C>[N+:1]([C:4]1[CH:9]=[CH:8][C:7]([S:10]([N:24]2[CH2:23][CH2:22][N:21]([C:16]3[CH:17]=[CH:18][CH:19]=[CH:20][C:15]=3[Br:14])[CH2:26][CH2:25]2)(=[O:12])=[O:11])=[CH:6][CH:5]=1)([O-:3])=[O:2]. Reported procedure: In the manner given in Example 1A, p-nitrobenzenesulfonyl chloride, 1-(o-bromophenyl)piperazine and triethylamine are stirred at reflux to give 1-[(p-nitrophenyl)sulfonyl]-4-(o-bromophenyl)piperazine. Starting materials: OCC(F)(F)F, O=C1C2CC3(CO3)CC2CN1c1ccc(OC(F)(F)F)cc1, [Na], O. Yields the product O=C1C2CC(O)(COCC(F)(F)F)CC2CN1c1ccc(OC(F)(F)F)cc1. As a reaction SMILES: [F:2][C:3]([CH2:4][OH:5])([F:6])[F:7].[F:8][C:9]([O:10][c:11]1[cH:12][cH:13][c:14]([N:17]2[C:18](=[O:27])[CH:19]3[CH:20]([CH2:21]2)[CH2:22][C:23]2([CH2:24]3)[O:25][CH2:26]2)[cH:15][cH:16]1)([F:28])[F:29].[Na:1].[OH2:30]>>[F:2][C:3]([CH2:4][O:5][CH2:26][C:23]1([OH:25])[CH2:22][CH:20]2[CH:19]([C:18](=[O:27])[N:17]([c:14]3[cH:13][cH:12][c:11]([O:10][C:9]([F:8])([F:28])[F:29])[cH:16][cH:15]3)[CH2:21]2)[CH2:24]1)([F:6])[F:7]. Starting materials: COc1cccc2occ(COc3cccc4[nH]c(C(=O)O)cc34)c12, NC1CCN(CC2CCCN3CCCCC23)CC1. Product: COc1cccc2occ(COc3cccc4[nH]c(C(=O)NC5CCN(CC6CCCN7CCCCC67)CC5)cc34)c12. RXN SMILES: [CH3:1][O:2][c:3]1[cH:4][cH:5][cH:6][c:7]2[c:8]1[c:9]([CH2:12][O:13][c:14]1[c:15]3[cH:16][c:17]([C:23](=[O:24])[OH:25])[nH:18][c:19]3[cH:20][cH:21][cH:22]1)[cH:10][o:11]2.[CH:26]1([CH2:36][N:37]2[CH2:38][CH2:39][CH:40]([NH2:43])[CH2:41][CH2:42]2)[CH2:27][CH2:28][CH2:29][N:30]2[CH2:31][CH2:32][CH2:33][CH2:34][CH:35]12>>[CH3:1][O:2][c:3]1[cH:4][cH:5][cH:6][c:7]2[c:8]1[c:9]([CH2:12][O:13][c:14]1[c:15]3[cH:16][c:17]([C:23](=[O:25])[NH:43][CH:40]4[CH2:39][CH2:38][N:37]([CH2:36][CH:26]5[CH2:27][CH2:28][CH2:29][N:30]6[CH2:31][CH2:32][CH2:33][CH2:34][CH:35]56)[CH2:42][CH2:41]4)[nH:18][c:19]3[cH:20][cH:21][cH:22]1)[cH:10][o:11]2. Reactants: crude product, FC(C1=CC=C(C=O)C=C1)(F)F (4-(trifluoromethyl)benzaldehyde), C(CC(O)(C(=O)O)CC(=O)O)(=O)O (citric acid), Cl.ClC1=C(OCCCCON)C(=CC(=C1)OCC=C(Cl)Cl)Cl (O-(4-(2,6-dichloro-4-(3,3-dichloro-2-propenyloxy)phenoxy)butyl)hydroxylamine hydrochloride). The solvent is N1=CC=CC=C1 (pyridine). Run at time 1 hour. The product is ClC1=C(OCCCCON=CC2=CC=C(C=C2)C(F)(F)F)C(=CC(=C1)OCC=C(Cl)Cl)Cl (4-(trifluoromethyl)benzaldehyde O-(4-(2,6-dichloro-4-(3,3-dichloro-2-propenyloxy)phenoxy)butyl)oxime). The yield is 95.6%. Reaction SMILES: [F:1][C:2]([F:12])([F:11])[C:3]1[CH:10]=[CH:9][C:6]([CH:7]=O)=[CH:5][CH:4]=1.Cl.[Cl:14][C:15]1[CH:27]=[C:26]([O:28][CH2:29][CH:30]=[C:31]([Cl:33])[Cl:32])[CH:25]=[C:24]([Cl:34])[C:16]=1[O:17][CH2:18][CH2:19][CH2:20][CH2:21][O:22][NH2:23].C(O)(=O)CC(CC(O)=O)(C(O)=O)O>N1C=CC=CC=1>[Cl:14][C:15]1[CH:27]=[C:26]([O:28][CH2:29][CH:30]=[C:31]([Cl:33])[Cl:32])[CH:25]=[C:24]([Cl:34])[C:16]=1[O:17][CH2:18][CH2:19][CH2:20][CH2:21][O:22][N:23]=[CH:7][C:6]1[CH:9]=[CH:10][C:3]([C:2]([F:12])([F:11])[F:1])=[CH:4][CH:5]=1 |f:1.2|. Procedure details: To a mixture of 0.14 g of 4-(trifluoromethyl)benzaldehyde and 10 ml of pyridine was added 0.30 g of O-(4-(2,6-dichloro-4-(3,3-dichloro-2-propenyloxy)phenoxy)butyl)hydroxylamine hydrochloride. After stirring at room temperature for 1 hour, the reaction mixture was poured into5% aqueous citric acid solution, and extracted twice with ethyl acetate. The ethyl acetate layers were combined, washed with water, dried over anhydrous magnesium sulfate, and concentrated to give a crude product. This crude ... Starting materials: NC=1C=C(C(=CC1OC)C1=CC=C(C=C1)C(NC)=O)C(=O)OC (methyl 4-amino-5-methoxy-4′-(methylcarbamoyl)biphenyl-2-carboxylate), NC=1C=C(C(=CC1OC)C1=CC=C(C=C1)C(NC)=O)C(=O)OC (methyl 4-amino-5-methoxy-4′-(methylcarbamoyl)biphenyl-2-carboxylate), ClC1=NC=C(C(=N1)NC1=C(C(=O)N)C=CC=C1)Cl (2-(2,5-dichloropyrimidin-4-ylamino)benzamide), ClC1=NC=C(C(=N1)NC1=C(C(=O)N)C=CC=C1)Cl (2-(2,5-dichloropyrimidin-4-ylamino)benzamide). The reagents and catalysts are Cl (HCl). The solvent is CC(C)O (i-PrOH). Conditions: temperature 150 celsius. The product is C(N)(=O)C1=C(C=CC=C1)NC1=NC(=NC=C1Cl)NC=1C=C(C(=CC1OC)C1=CC=C(C=C1)C(NC)=O)C(=O)OC (methyl 4-(4-(2-carbamoylphenylamino)-5-chloropyrimidin-2-ylamino)-5-methoxy-4′-(methylcarbamoyl)biphenyl-2-carboxylate). RXN SMILES: [NH2:1][C:2]1[CH:3]=[C:4]([C:20]([O:22][CH3:23])=[O:21])[C:5]([C:10]2[CH:15]=[CH:14][C:13]([C:16](=[O:19])[NH:17][CH3:18])=[CH:12][CH:11]=2)=[CH:6][C:7]=1[O:8][CH3:9].Cl[C:25]1[N:30]=[C:29]([NH:31][C:32]2[CH:40]=[CH:39][CH:38]=[CH:37][C:33]=2[C:34]([NH2:36])=[O:35])[C:28]([Cl:41])=[CH:27][N:26]=1>CC(O)C.Cl>[C:34]([C:33]1[CH:37]=[CH:38][CH:39]=[CH:40][C:32]=1[NH:31][C:29]1[C:28]([Cl:41])=[CH:27][N:26]=[C:25]([NH:1][C:2]2[CH:3]=[C:4]([C:20]([O:22][CH3:23])=[O:21])[C:5]([C:10]3[CH:11]=[CH:12][C:13]([C:16](=[O:19])[NH:17][CH3:18])=[CH:14][CH:15]=3)=[CH:6][C:7]=2[O:8][CH3:9])[N:30]=1)(=[O:35])[NH2:36]. Reported procedure: To the solution of methyl 4-amino-5-methoxy-4′-(methylcarbamoyl)biphenyl-2-carboxylate (Intermediate 27, 117 mg, 0.37 mmol) and 2-(2,5-dichloropyrimidin-4-ylamino)benzamide (Intermediate 3, 316 mg, 1.12 mmol) in 3 mL of i-PrOH is added 5 drops of conc. aqueous HCl. The reaction mixture is heated at 150° C. in a microwave reactor for 30 min, followed by concentration and purification by silica gel chromatography (MeOH/DCM: 1/9) to afford methyl 4-(4-(2-carbamoylphenylamino)-5-chloropyrimidin-2-yl...